This data is from the Open Reaction Database (ORD), a public repository of structured organic reaction records. The task is: describe an organic reaction: reactants, conditions, products, and yield Reactants: N1=C(C=CC=C1C)C (2,6-lutidine), [Br-].[Li+] (lithium bromide), CS(=O)(=O)OS(=O)(=O)C (methanesulfonic anhydride), C(C)C1=NC=2C(=NC(=CC2C)C)N1CC1=CC2=C(\C(\C3=C(CC2)C=CC=C3)=C\C#N)C=C1 ((E)-[2-(2-Ethyl-5,7-dimethyl-3H-imidazo[4,5-b]pyridin-3-yl)methyl-10,11-dihydro-5H-dibenzo[a,d]cyclohepten-5-ylidene]acetonitrile). Run in CCCCCC (hexane), C(C)(=O)OCC (Ethyl acetate), C(C)(=O)OCC (Ethyl acetate), C1CCOC1 (THF). Reaction conditions: time 16 hour. The product is BrCC1=CC2=C(\C(\C3=C(CC2)C=CC=C3)=C\C#N)C=C1 ((E)-2-(2-Bromomethyl-10,11-dihydro-5H-dibenzo[a,d]cyclohepten-5-ylidene)acetonitrile). Yield: 73.9%. Reaction SMILES: C(C1N([CH2:14][C:15]2[CH:32]=[CH:31][C:18]3/[C:19](=[CH:28]/[C:29]#[N:30])/[C:20]4[CH:27]=[CH:26][CH:25]=[CH:24][C:21]=4[CH2:22][CH2:23][C:17]=3[CH:16]=2)C2=NC(C)=CC(C)=C2N=1)C.N1C(C)=CC=CC=1C.[Br-:41].[Li+].CS(OS(C)(=O)=O)(=O)=O>C1COCC1.CCCCCC.C(OCC)(=O)C>[Br:41][CH2:14][C:15]1[CH:32]=[CH:31][C:18]2/[C:19](=[CH:28]/[C:29]#[N:30])/[C:20]3[CH:27]=[CH:26][CH:25]=[CH:24][C:21]=3[CH2:22][CH2:23][C:17]=2[CH:16]=1 |f:2.3|. Procedure details: (E)-(2-Hydroxymethyl-10,11-dihydro-5H-dibenzo[a,d]cyclohepten-5-ylidene)acetonitrile (JP-B-2526005; 10.00 g, 38.3 mmol) was dissolved in THF (380 mL), 2,6-lutidine (26.7 mL, 230 mmol), lithium bromide (19.94 g, 230 mmol) and methanesulfonic anhydride (16.67 g, 95.7 mmol) were added, and the mixture was stirred at room temperature for 16 hr. Ethyl acetate was added to the mixture, and the organic layer was washed with brine, dried over anhydrous magnesium sulfate, and concentrated under reduced p... The reactants are COC1=C2C(=CC=NC2=CC(=C1)OC)OC1=CC=C(C=C1)[N+](=O)[O-] (5,7-dimethoxy-4-(4-nitrophenoxy)quinoline), [Cl-].[NH4+] (ammonium chloride). Reagents/catalysts: [Zn] (Zn). The solvent is CO (methanol). Yields the product COC1=C2C(=CC=NC2=CC(=C1)OC)OC1=CC=C(C=C1)N (4-(5,7-dimethoxyquinolin-4-yloxy)phenylamine). RXN SMILES: [CH3:1][O:2][C:3]1[CH:12]=[C:11]([O:13][CH3:14])[CH:10]=[C:9]2[C:4]=1[C:5]([O:15][C:16]1[CH:21]=[CH:20][C:19]([N+:22]([O-])=O)=[CH:18][CH:17]=1)=[CH:6][CH:7]=[N:8]2.[Cl-].[NH4+]>CO.[Zn]>[CH3:1][O:2][C:3]1[CH:12]=[C:11]([O:13][CH3:14])[CH:10]=[C:9]2[C:4]=1[C:5]([O:15][C:16]1[CH:21]=[CH:20][C:19]([NH2:22])=[CH:18][CH:17]=1)=[CH:6][CH:7]=[N:8]2 |f:1.2|. Procedure details: A mixture of 5,7-dimethoxy-4-(4-nitrophenoxy)quinoline (50 mg, 0.15 mmol), Zn dust (100 mg, 1.50 mmol) and ammonium chloride (32 mg, 0.60 mmol) in methanol (3 mL) was heated at reflux for 1 h. The mixture was filtered through celite and washed with CHCl3. The organic layer was washed with 10% NaOH solution and brine, dried over Na2SO4, and concentrated to afford 4-(5,7-dimethoxyquinolin-4-yloxy)phenylamine as an off white solid. LCMS m/z=298 (M+1); 1H NMR (CDCl3) δ: 8.44 (d, 1H, J=4.8 Hz), 7.00 ...